This data is from the Open Reaction Database (ORD), a public repository of structured organic reaction records. The task is: describe an organic reaction: reactants, conditions, products, and yield Procedure details: A mixture of (2R,4S)-4-(5-bromo-pyrimidin-2-ylamino)-2-ethyl-pyrrolidine-1-carboxylic acid tert-butyl ester (13.0 mmol; 4.84 g), 3,5-bis(trifluoromethyl)benzyl bromide (26.0 mmol; 7.98 g) and sodium hydride (60% dispersion in mineral oil, 39.0 mmol; 1.56 g) in DMF (52 mL) is stirred for 1.5 hours at room temperature under nitrogen. The reaction mixture is quenched with water then saturated ammonium chloride solution. The product is extracted twice with EtOAc. The combined organic layer is washed... As a reaction SMILES: C([O:5][C:6]([N:8]1[CH2:12][C@@H:11]([NH:13][C:14]2[N:19]=[CH:18][C:17]([Br:20])=[CH:16][N:15]=2)[CH2:10][C@H:9]1[CH2:21][CH3:22])=[O:7])(C)(C)C.[F:23][C:24]([F:38])([F:37])[C:25]1[CH:26]=[C:27]([CH:30]=[C:31]([C:33]([F:36])([F:35])[F:34])[CH:32]=1)[CH2:28]Br.[H-].[Na+]>CN(C=O)C>[F:23][C:24]([F:37])([F:38])[C:25]1[CH:26]=[C:27]([CH:30]=[C:31]([C:33]([F:36])([F:34])[F:35])[CH:32]=1)[CH2:28][N:13]([C:14]1[N:15]=[CH:16][C:17]([Br:20])=[CH:18][N:19]=1)[C@@H:11]1[CH2:12][N:8]([C:6]([OH:5])=[O:7])[C@H:9]([CH2:21][CH3:22])[CH2:10]1 |f:2.3|. Conditions: time 1.5 hour. Reactants: C(C)(C)(C)OC(=O)N1[C@@H](C[C@@H](C1)NC1=NC=C(C=N1)Br)CC ((2R,4S)-4-(5-bromo-pyrimidin-2-ylamino)-2-ethyl-pyrrolidine-1-carboxylic acid tert-butyl ester), FC(C=1C=C(CBr)C=C(C1)C(F)(F)F)(F)F (3,5-bis(trifluoromethyl)benzyl bromide), [H-].[Na+] (sodium hydride). Yields the product FC(C=1C=C(CN([C@H]2C[C@H](N(C2)C(=O)O)CC)C2=NC=C(C=N2)Br)C=C(C1)C(F)(F)F)(F)F ((2R,4S)-4-[(3,5-bis-trifluoromethyl-benzyl)-(5-bromo-pyrimidin-2-yl)-amino]-2-ethyl-pyrrolidine-1-carboxylic acid), butyl ester. Isolated yield 72.0%. The solvent is CN(C)C=O (DMF).